From a dataset of the Open Reaction Database (ORD), a public repository of structured organic reaction records. describe an organic reaction: reactants, conditions, products, and yield Starting materials: Brc1ccc2c(c1)CNC2, CCN(C(C)C)C(C)C, C1CCOC1, CCCCN(C)C(=O)c1cc(C(=O)O)c(OCc2ccccc2)cc1OCc1ccccc1, Cc1ccccc1, ClCCl, O=S(Cl)Cl. The product is CCCCN(C)C(=O)c1cc(C(=O)N2Cc3ccc(Br)cc3C2)c(OCc2ccccc2)cc1OCc1ccccc1. RXN SMILES: [Br:38][c:39]1[cH:40][c:41]2[c:45]([cH:46][cH:47]1)[CH2:44][NH:43][CH2:42]2.[CH2:48]([N:49]([CH:50]([CH3:51])[CH3:52])[CH:53]([CH3:54])[CH3:55])[CH3:56].[CH2:57]1[O:58][CH2:59][CH2:60][CH2:61]1.[CH3:5][N:6]([CH2:7][CH2:8][CH2:9][CH3:10])[C:11](=[O:12])[c:13]1[c:14]([O:30][CH2:31][c:32]2[cH:33][cH:34][cH:35][cH:36][cH:37]2)[cH:15][c:16]([O:22][CH2:23][c:24]2[cH:25][cH:26][cH:27][cH:28][cH:29]2)[c:17]([C:18](=[O:19])[OH:20])[cH:21]1.[CH3:65][c:66]1[cH:67][cH:68][cH:69][cH:70][cH:71]1.[Cl:62][CH2:63][Cl:64].[S:1]([Cl:2])([Cl:3])=[O:4]>>[CH3:5][N:6]([CH2:7][CH2:8][CH2:9][CH3:10])[C:11](=[O:12])[c:13]1[c:14]([O:30][CH2:31][c:32]2[cH:33][cH:34][cH:35][cH:36][cH:37]2)[cH:15][c:16]([O:22][CH2:23][c:24]2[cH:25][cH:26][cH:27][cH:28][cH:29]2)[c:17]([C:18](=[O:19])[N:43]2[CH2:42][c:41]3[cH:40][c:39]([Br:38])[cH:47][cH:46][c:45]3[CH2:44]2)[cH:21]1. The reactants are CN1C(C2=CC(=CC=C2C=C1CCC1=CC(=C(C=C1)OCC1CO1)OC)OC)=O (2-methyl-3-[3-methoxy-4-(2,3-epoxypropoxy)-phenethyl]-7-methoxy-isoquinolin-1(2H)-one), C(C)(C)N (isopropylamine). The product is CN1C(C2=CC(=CC=C2C=C1CCC1=CC(=C(C=C1)OCC(CNC(C)C)O)OC)OC)=O (2-Methyl-3-[3-methoxy-4-(2-hydroxy-3-isopropylamino-propoxy)-phenethyl]-7-methoxy-isoquinolin-1(2H)-one). Isolated yield 80.0%. Reaction SMILES: [CH3:1][N:2]1[C:11]([CH2:12][CH2:13][C:14]2[CH:19]=[CH:18][C:17]([O:20][CH2:21][CH:22]3[O:24][CH2:23]3)=[C:16]([O:25][CH3:26])[CH:15]=2)=[CH:10][C:9]2[C:4](=[CH:5][C:6]([O:27][CH3:28])=[CH:7][CH:8]=2)[C:3]1=[O:29].[CH:30]([NH2:33])([CH3:32])[CH3:31]>>[CH3:1][N:2]1[C:11]([CH2:12][CH2:13][C:14]2[CH:19]=[CH:18][C:17]([O:20][CH2:21][CH:22]([OH:24])[CH2:23][NH:33][CH:30]([CH3:32])[CH3:31])=[C:16]([O:25][CH3:26])[CH:15]=2)=[CH:10][C:9]2[C:4](=[CH:5][C:6]([O:27][CH3:28])=[CH:7][CH:8]=2)[C:3]1=[O:29]. Procedure: 2-Methyl-3-[3-methoxy-4-(2-hydroxy-3-isopropylamino-propoxy)-phenethyl]-7-methoxy-isoquinolin-1(2H)-one was prepared analogous to Example 1b from 2-methyl-3-[3-methoxy-4-(2,3-epoxypropoxy)-phenethyl]-7-methoxy-isoquinolin-1(2H)-one and isopropylamine. Reactants: CS(=O)C (dimethyl sulfoxide), C1=CC=CC=C1 (benzene), [H-].[Na+] (sodium hydride), oil, COC1=CC(OC2=CC=CC=C12)=O (4-methoxycoumarin). Solvent: CCOCC (ether). Run at time 1 hour. Yields the product CS(=O)CC=1OC2=C(C(C1)=O)C=CC=C2 (2-[(Methylsulfinyl)methyl]-4H-1-benzopyran-4-one). Yield: 61.0%. Reaction SMILES: [CH3:1][S:2]([CH3:4])=[O:3].C1C=CC=CC=1.[H-].[Na+].C[O:14][C:15]1[C:24]2[C:19](=[CH:20][CH:21]=[CH:22][CH:23]=2)[O:18][C:17](=O)[CH:16]=1>CCOCC>[CH3:1][S:2]([CH2:4][C:17]1[O:18][C:19]2[CH:20]=[CH:21][CH:22]=[CH:23][C:24]=2[C:15](=[O:14])[CH:16]=1)=[O:3] |f:2.3|. Procedure details: A mixture of dimethyl sulfoxide (500 ml), benzene (375 ml) and sodium hydride (52 g of a 57% oil dispersion, 1.24 mole), was heated at 75° under nitrogen until all the solid dissolved giving a clear gray-green solution. The solution was cooled in an icebath and 4-methoxycoumarin (75 g, 0.425 mole) was added. The reaction mixture was stirred at room temperature for one hour and poured into excess anhydrous ether. Th ether was decanted from the insoluble salts, which were washed several times with... Reactants: NCS(=O)(=O)O (aminomethanesulfonic acid), C(C)(=O)[O-].[K+] (potassium acetate), C1(C=2C(C(=O)O1)=CC=CC2)=O (Phthalic anhydride). Solvent: C(C)(=O)O (acetic acid). Yields the product [K+].C1(C=2C(C(N1CS(=O)(=O)[O-])=O)=CC=CC2)=O (phthalimidomethanesulfonic acid potassium salt). Reaction SMILES: [NH2:1][CH2:2][S:3]([OH:6])(=[O:5])=[O:4].C([O-])(=O)C.[K+:11].[C:12]1(=O)[O:17][C:15](=[O:16])[C:14]2=[CH:18][CH:19]=[CH:20][CH:21]=[C:13]12>C(O)(=O)C>[K+:11].[C:12]1(=[O:17])[N:1]([CH2:2][S:3]([O-:6])(=[O:5])=[O:4])[C:15](=[O:16])[C:14]2=[CH:18][CH:19]=[CH:20][CH:21]=[C:13]12 |f:1.2,5.6|. Procedure: A suspension of 15.1 g. (0.136 mol.) of aminomethanesulfonic acid and 14.2 g. (0.145 mol.) of anhydrous potassium acetate in 48 ml. of acetic acid is refluxed for ten minutes. Phthalic anhydride (21.4 g., 0.145 mol.) is then added and the resulting mixture is refluxed for 2.5 hours. The product is collected by filtration and washed with acetic acid and ethanol to give phthalimidomethanesulfonic acid potassium salt. The solvent is [NH4+].[OH-].CO (NH4OH methanol). Isolated yield 69.3%. Reported procedure: A solution of (S)-1-(tert-butoxycarbonylamino)-3-cyanopyrrolidine (13.5g, 67 mmol) in 50 mL of 3% NH4OH/methanol and Raney Nickel (0.5 g, 50% slurry in water) was pressurized to 40 psi under H2 atmosphere. After stirring for 12 h at room temperature, the reaction mixture was filtered through a pad of Celite and the residue was washed with 100 mL of methanol. The filtrate was concentrated to dryness to give an oil (S)-1-(tert-butoxycarbonylamino)-3-aminomethylpyrrolidine (10 g). The reactants are C(C)(C)(C)OC(=O)NN1C[C@H](CC1)C#N ((S)-1-(tert-butoxycarbonylamino)-3-cyanopyrrolidine). Yields the product C(C)(C)(C)OC(=O)NN1C[C@@H](CC1)CN ((S)-1-(tert-butoxycarbonylamino)-3-aminomethylpyrrolidine). Reagents/catalysts: [Ni] (Raney Nickel). Run at time 12 hour. As a reaction SMILES: [C:1]([O:5][C:6]([NH:8][N:9]1[CH2:13][CH2:12][C@H:11]([C:14]#[N:15])[CH2:10]1)=[O:7])([CH3:4])([CH3:3])[CH3:2]>[NH4+].[OH-].CO.[Ni]>[C:1]([O:5][C:6]([NH:8][N:9]1[CH2:13][CH2:12][C@@H:11]([CH2:14][NH2:15])[CH2:10]1)=[O:7])([CH3:4])([CH3:3])[CH3:2] |f:1.2.3|.